Dataset: the Open Reaction Database (ORD), a public repository of structured organic reaction records. Task: describe an organic reaction: reactants, conditions, products, and yield Reactants: N1=CC=C(C=C1)C=1SC=C(N1)C(=O)N=[N+]=[N-] (2-(4-pyridinyl)-4-thiazolyl-carbonylazide), N1=C(C=CC=C1)C=1SC=C(N1)C(=O)O (2-(2-pyridinyl)-4-thiazolylcarboxylic acid), [OH-].[Na+] (NaOH), C(C(=O)Cl)(=O)Cl (oxalyl chloride). Solvent: O (water). The product is [N-]=[N+]=[N-].[Na+] (NaN3), N1=C(C=CC=C1)N=[N+]=[N-] (2-pyridinyl azide). As a reaction SMILES: N1C=CC(C2SC=C(C([N:14]=[N+:15]=[N-:16])=O)N=2)=CC=1.[N:17]1[CH:22]=[CH:21][CH:20]=[CH:19][C:18]=1C1SC=C(C(O)=O)N=1.[OH-].[Na+:32].C(Cl)(=O)C(Cl)=O>O>[N-:14]=[N+:15]=[N-:16].[Na+:32].[N:17]1[CH:22]=[CH:21][CH:20]=[CH:19][C:18]=1[N:14]=[N+:15]=[N-:16] |f:2.3,6.7|. Procedure details: In a manner similar to that described for the preparation of 2-(4-pyridinyl)-4-thiazolyl-carbonylazide, 2-(2-pyridinyl)-4-thiazolylcarboxylic acid (1.0 g)was treated successively with NaOH, oxalyl chloride and a solution of NaN3 in water to give the 2-pyridinyl azide as a pale brown solid: m.p. 112-114° C. MS m/z: 232 (M+H).